This data is from the Open Reaction Database (ORD), a public repository of structured organic reaction records. The task is: describe an organic reaction: reactants, conditions, products, and yield The reactants are FC=1C=C(C=C(C1NS(=O)(=O)C)F)C(C)NC(=O)C=1N=C(OC1)Cl (2-Chloro-oxazole-4-carboxylic acid [1-(3,5-difluoro-4-methanesulfonylamino-phenyl)-ethyl]-amide), COC=1C=C(C=CC1)B(O)O (3-methoxy phenyl boronic acid). Product: FC=1C=C(C=C(C1NS(=O)(=O)C)F)C(C)NC(=O)C=1N=C(OC1)C1=CC(=CC=C1)OC (2-(3-Methoxy-phenyl)-oxazole-4-carboxylic acid [1-(3,5-difluoro-4-methanesulfonylamino-phenyl)-ethyl]-amide). Yield: 12.8%. As a reaction SMILES: [F:1][C:2]1[CH:3]=[C:4]([CH:14]([NH:16][C:17]([C:19]2[N:20]=[C:21](Cl)[O:22][CH:23]=2)=[O:18])[CH3:15])[CH:5]=[C:6]([F:13])[C:7]=1[NH:8][S:9]([CH3:12])(=[O:11])=[O:10].[CH3:25][O:26][C:27]1[CH:28]=[C:29](B(O)O)[CH:30]=[CH:31][CH:32]=1>>[F:1][C:2]1[CH:3]=[C:4]([CH:14]([NH:16][C:17]([C:19]2[N:20]=[C:21]([C:31]3[CH:30]=[CH:29][CH:28]=[C:27]([O:26][CH3:25])[CH:32]=3)[O:22][CH:23]=2)=[O:18])[CH3:15])[CH:5]=[C:6]([F:13])[C:7]=1[NH:8][S:9]([CH3:12])(=[O:11])=[O:10]. Reported procedure: 2-Chloro-oxazole-4-carboxylic acid [1-(3,5-difluoro-4-methanesulfonylamino-phenyl)-ethyl]-amide (100 mg, 0.26 mmol) was reacted with 3-methoxy phenyl boronic acid (48 mg, 0.32 mmol) to give the title compound (15 mg, 10%) after purification by column chromatography (gradient 12% to 100% EtOAc in n-hexane). The reactants are C(C)(C)(C)OC(=O)N1CCC(CC1)C=1NC(=C(N1)C1=CC=NC=C1)C1=CC=C(C=C1)F (4-[5-(4-fluorophenyl)-4-pyridin-4-yl-1H-imidazol-2-yl]piperidine-1-carboxylic acid tert-butyl ester), [H-].[Al+3].[Li+].[H-].[H-].[H-] (lithium aluminum hydride), solution. Solvent: C1CCOC1 (THF), O1CCCC1 (tetrahydrofuran), C(C)(=O)OCC (ethyl acetate). Product: FC1=CC=C(C=C1)C1=C(N=C(N1)C1CCN(CC1)C)C1=CC=NC=C1 (4-[5-(4-FLUOROPHENYL)-4-PYRIDIN-4-YL-1H-IMIDAZOL-2-YL]-1-METHYLPIPERIDINE). Reaction SMILES: C(O[C:6]([N:8]1[CH2:13][CH2:12][CH:11]([C:14]2[NH:15][C:16]([C:25]3[CH:30]=[CH:29][C:28]([F:31])=[CH:27][CH:26]=3)=[C:17]([C:19]3[CH:24]=[CH:23][N:22]=[CH:21][CH:20]=3)[N:18]=2)[CH2:10][CH2:9]1)=O)(C)(C)C.[H-].[Al+3].[Li+].[H-].[H-].[H-]>C1COCC1.C(OCC)(=O)C>[F:31][C:28]1[CH:29]=[CH:30][C:25]([C:16]2[NH:15][C:14]([CH:11]3[CH2:12][CH2:13][N:8]([CH3:6])[CH2:9][CH2:10]3)=[N:18][C:17]=2[C:19]2[CH:20]=[CH:21][N:22]=[CH:23][CH:24]=2)=[CH:26][CH:27]=1 |f:1.2.3.4.5.6|. Procedure: To a stirring solution of 4-[5-(4-fluorophenyl)-4-pyridin-4-yl-1H-imidazol-2-yl]piperidine-1-carboxylic acid tert-butyl ester (0.90 mmol,0.38 g) in THF (10 mL) was added lithium aluminum hydride (2.7 mmol,2.7 mL of a 1M solution in tetrahydrofuran). The reaction was heated to reflux overnight. The reaction was diluted with ethyl acetate (20 mL) and quenched with water (2.0 mL). The suspension was filtered and the filtrates dried over anhydrous sodium sulfate. The filtrates were then evaporated u... Starting materials: COc1ccccc1Br, Cc1ccccc1B(O)O, Cc1ccccc1, [F-], [K+]. Product: COc1ccccc1-c1ccccc1C. RXN SMILES: [Br:1][c:2]1[c:3]([O:8][CH3:9])[cH:4][cH:5][cH:6][cH:7]1.[CH3:10][c:11]1[c:12]([B:17]([OH:18])[OH:19])[cH:13][cH:14][cH:15][cH:16]1.[CH3:22][c:23]1[cH:24][cH:25][cH:26][cH:27][cH:28]1.[F-:20].[K+:21]>>[c:2]1(-[c:12]2[c:11]([CH3:10])[cH:16][cH:15][cH:14][cH:13]2)[c:3]([O:8][CH3:9])[cH:4][cH:5][cH:6][cH:7]1. As a reaction SMILES: [N:1]1[CH:6]=[CH:5][CH:4]=[CH:3][C:2]=1/[CH:7]=[N:8]/[OH:9].[Cl:10]N1C(=O)CCC1=O.O>CN(C)C=O>[OH:9][N:8]=[C:7]([Cl:10])[C:2]1[CH:3]=[CH:4][CH:5]=[CH:6][N:1]=1. Procedure: To a colorless, homogeneous solution of (E)-picolinaldehyde oxime (6.75 g, 55.3 mmol) in N,N-dimethylformamide (55 mL) at room temperature was added N-chlorosuccinimide (7.38 g, 55.3 mmol) portion-wise. After the addition of ˜⅕ of the NCS, the reaction mixture was immersed in an oil bath at 60° C., and the remaining NCS was added portion-wise over 1.5 h. After the addition was complete, the homogeneous reaction mixture was stirred for 60 min. at 60° C. and was then cooled to room temperature. Wa... Conditions: temperature 60 celsius, time 60 minute. Solvent: CN(C=O)C (N,N-dimethylformamide). The yield is 74.5%. The product is ON=C(C1=NC=CC=C1)Cl (N-hydroxypicolinimidoyl chloride). The reactants are C1CC(=O)N(C1=O)Cl (NCS), O (Water), N1=C(C=CC=C1)/C=N/O ((E)-picolinaldehyde oxime), ClN1C(CCC1=O)=O (N-chlorosuccinimide), C1CC(=O)N(C1=O)Cl (NCS). Starting materials: CN(C(=O)N1CC2C(C1)CC(C2)C#N)C (5-cyano-hexahydro-cyclopenta[c]pyrrole-2-carboxylic acid dimethylamide), saturated aqueous solution, [Cl-].[NH4+] (ammonium chloride), C1(CCCCC1)CBr (cyclohexylmethyl bromide), C[Si]([N-][Si](C)(C)C)(C)C.[Li+] (lithium hexamethyldisilazide). The solvent is O1CCCC1 (tetrahydrofuran). The product is CN(C(=O)N1CC2C(C1)CC(C2)(CC2CCCCC2)C#N)C (5-cyano-5-cyclohexylmethyl-hexahydro-cyclopenta[c]pyrrole-2-carboxylic acid dimethylamide). Yield: 41.2%. Reaction SMILES: [CH3:1][N:2]([CH3:15])[C:3]([N:5]1[CH2:9][CH:8]2[CH2:10][CH:11]([C:13]#[N:14])[CH2:12][CH:7]2[CH2:6]1)=[O:4].[CH:16]1([CH2:22]Br)[CH2:21][CH2:20][CH2:19][CH2:18][CH2:17]1.C[Si](C)(C)[N-][Si](C)(C)C.[Li+].[Cl-].[NH4+]>O1CCCC1>[CH3:1][N:2]([CH3:15])[C:3]([N:5]1[CH2:9][CH:8]2[CH2:10][C:11]([C:13]#[N:14])([CH2:22][CH:16]3[CH2:21][CH2:20][CH2:19][CH2:18][CH2:17]3)[CH2:12][CH:7]2[CH2:6]1)=[O:4] |f:2.3,4.5|. Procedure details: 5-Cyano-hexahydro-cyclopenta[c]pyrrole-2-carboxylic acid dimethylamide 12a (3.66 g, 17.6 mmol) was dissolved in 150 mL of tetrahydrofuran with stirring followed by dropwise addition of cyclohexylmethyl bromide (6.2 g, 35.2 mmol) and lithium hexamethyldisilazide (35.2 mL, 32.5 mmol). The reaction mixture was reacted at room temperature for 2 hours. The reaction was monitored by TLC until the disappearance of the starting materials. Then 150 mL of a saturated aqueous solution of ammonium chloride ... Starting materials: CS(=O)(=O)Cl (methanesulphonic acid chloride), OCC1OC(COC1)C (2-hydroxymethyl-6-methyl-1,4-dioxan), N1=CC=CC=C1 (pyridine). Reagents/catalysts: CN(C1=CC=NC=C1)C (4-dimethylaminopyridine). Solvent: ClCCl (dichloromethane). Run at time 18 hour. The product is CS(=O)(=O)CC1OC(COC1)C (2-methanesulphonylmethyl-6-methyl-1,4-dioxan). Reaction SMILES: [CH3:1][S:2](Cl)(=[O:4])=[O:3].O[CH2:7][CH:8]1[CH2:13][O:12][CH2:11][CH:10]([CH3:14])[O:9]1.N1C=CC=CC=1>CN(C)C1C=CN=CC=1.ClCCl>[CH3:1][S:2]([CH2:7][CH:8]1[CH2:13][O:12][CH2:11][CH:10]([CH3:14])[O:9]1)(=[O:4])=[O:3]. Procedure: 13.7 ml of methanesulphonic acid chloride are added dropwise, over a period of approximately 30 minutes, while stirring at 0° to 5° C., to a solution of 21.1 g of 2-hydroxymethyl-6-methyl-1,4-dioxan, 15.2 g of pyridine and 0.6 g of 4-dimethylaminopyridine in 80 ml of dichloromethane. After stirring for a further 18 hours at room temperature, the reaction mixture is extracted repeatedly with 1N hydrochloric acid and then washed with water until neutral. After the organic phase, which has been sep... Reactants: C[Al](C)C, Cc1ccccc1, COC(=O)c1ccc2cc(-c3c(Cl)cccc3Cl)[nH]c2c1, Nc1ccc2ccccc2n1. Yields the product O=C(Nc1ccc2ccccc2n1)c1ccc2cc(-c3c(Cl)cccc3Cl)[nH]c2c1. Reaction SMILES: [CH3:1][Al:2]([CH3:3])[CH3:4].[CH3:37][c:38]1[cH:39][cH:40][cH:41][cH:42][cH:43]1.[Cl:16][c:17]1[c:18](-[c:24]2[nH:25][c:26]3[cH:27][c:28]([C:33](=[O:34])[O:35][CH3:36])[cH:29][cH:30][c:31]3[cH:32]2)[c:19]([Cl:23])[cH:20][cH:21][cH:22]1.[NH2:5][c:6]1[n:7][c:8]2[cH:9][cH:10][cH:11][cH:12][c:13]2[cH:14][cH:15]1>>[NH:5]([c:6]1[n:7][c:8]2[cH:9][cH:10][cH:11][cH:12][c:13]2[cH:14][cH:15]1)[C:33]([c:28]1[cH:27][c:26]2[nH:25][c:24](-[c:18]3[c:17]([Cl:16])[cH:22][cH:21][cH:20][c:19]3[Cl:23])[cH:32][c:31]2[cH:30][cH:29]1)=[O:34]. Reactants: BrCc1ccccc1, [Li]CCCC, CCOC(=O)CCc1ccc(OC)cc1, CN(C)P(=O)(N(C)C)N(C)C, CCCCCC, CC(C)NC(C)C, Cl, C1CCOC1, O. Product: CCOC(=O)C(Cc1ccccc1)Cc1ccc(OC)cc1. RXN SMILES: [Br:28][CH2:29][c:30]1[cH:31][cH:32][cH:33][cH:34][cH:35]1.[CH2:8]([Li:9])[CH2:10][CH2:11][CH3:12].[CH3:13][O:14][c:15]1[cH:16][cH:17][c:18]([CH2:21][CH2:22][C:23](=[O:24])[O:25][CH2:26][CH3:27])[cH:19][cH:20]1.[CH3:43][N:44]([CH3:45])[P:46](=[O:47])([N:48]([CH3:49])[CH3:50])[N:51]([CH3:52])[CH3:53].[CH3:54][CH2:55][CH2:56][CH2:57][CH2:58][CH3:59].[CH:1]([NH:2][CH:3]([CH3:4])[CH3:5])([CH3:6])[CH3:7].[ClH:36].[O:37]1[CH2:38][CH2:39][CH2:40][CH2:41]1.[OH2:42]>>[CH3:13][O:14][c:15]1[cH:16][cH:17][c:18]([CH2:21][CH:22]([C:23](=[O:24])[O:25][CH2:26][CH3:27])[CH2:29][c:30]2[cH:31][cH:32][cH:33][cH:34][cH:35]2)[cH:19][cH:20]1.